From a dataset of the Open Reaction Database (ORD), a public repository of structured organic reaction records. describe an organic reaction: reactants, conditions, products, and yield The reactants are CNC(=O)C(CC)(CC)NC(OC(C)(C)C)=O (tert-butyl 3-(methylcarbamoyl)pentan-3-ylcarbamate), Cl (hydrochloride). Solvent: C(C)(=O)OCC (ethyl acetate). Reaction conditions: time 60 minute. The product is Cl.NC(C(=O)NC)(CC)CC (2-Amino-2-ethyl-N-methyl-butyramide hydrochloride). Yield: 75.0%. Reaction SMILES: [CH3:1][NH:2][C:3]([C:5]([NH:10]C(=O)OC(C)(C)C)([CH2:8][CH3:9])[CH2:6][CH3:7])=[O:4].[ClH:18]>C(OCC)(=O)C>[ClH:18].[NH2:10][C:5]([CH2:8][CH3:9])([CH2:6][CH3:7])[C:3]([NH:2][CH3:1])=[O:4] |f:3.4|. Procedure: A mixture of tert-butyl 3-(methylcarbamoyl)pentan-3-ylcarbamate (0.18 g, 0.74 mmol) in 10 ml saturated hydrochloride in ethyl acetate was stirred for 60 min at room temperature. Then the solution was evaporated to dryness to obtain the product (80 mg, 75%) as a light yellow solid. MS (ESI, m/z): 145.2 (M+H+) The reactants are O=C([O-])O, COc1ccc(CN(Cc2ccc(OC)cc2)c2nc(C)nc(-c3cccnc3Nc3ccc(NC(=O)Nc4cccc(F)c4)nc3)n2)cc1, O=C(O)C(F)(F)F, [Na+], O=S(=O)(O)C(F)(F)F. The product is Cc1nc(N)nc(-c2cccnc2Nc2ccc(NC(=O)Nc3cccc(F)c3)nc2)n1. RXN SMILES: [C:59](=[O:60])([OH:61])[O-:62].[CH3:1][O:2][c:3]1[cH:4][cH:5][c:6]([CH2:7][N:8]([c:9]2[n:10][c:11](-[c:16]3[c:17]([NH:22][c:23]4[cH:24][cH:25][c:26]([NH:29][C:30](=[O:31])[NH:32][c:33]5[cH:34][c:35]([F:39])[cH:36][cH:37][cH:38]5)[n:27][cH:28]4)[n:18][cH:19][cH:20][cH:21]3)[n:12][c:13]([CH3:15])[n:14]2)[CH2:40][c:41]2[cH:42][cH:43][c:44]([O:45][CH3:46])[cH:47][cH:48]2)[cH:49][cH:50]1.[F:64][C:65]([F:66])([F:67])[C:68]([OH:69])=[O:70].[Na+:63].[OH:51][S:52]([C:53]([F:54])([F:55])[F:56])(=[O:57])=[O:58]>>[NH2:8][c:9]1[n:10][c:11](-[c:16]2[c:17]([NH:22][c:23]3[cH:24][cH:25][c:26]([NH:29][C:30](=[O:31])[NH:32][c:33]4[cH:34][c:35]([F:39])[cH:36][cH:37][cH:38]4)[n:27][cH:28]3)[n:18][cH:19][cH:20][cH:21]2)[n:12][c:13]([CH3:15])[n:14]1. Reactants: CC1(C(CC=2C(CC1)=C(C=CC2)O)=O)C (6,7,8,9-tetrahydro-7,7-dimethyl-6-oxo-5H-benzocyclohepten-1-ol), C(Cl)C1CO1 (epichlorohydrin). The reagents and catalysts are N1CCCCC1 (piperidine). Run at time 4 hour. Product: ClCC(COC1=CC=CC2=C1CCC(C(C2)=O)(C)C)O (1-(3-chloro-2-hydroxypropoxy)-6,7,8,9-tetrahydro-7,7-dimethyl-5H-benzocyclohepten-6-one). As a reaction SMILES: [CH3:1][C:2]1([CH3:15])[CH2:8][CH2:7][C:6]2=[C:9]([OH:13])[CH:10]=[CH:11][CH:12]=[C:5]2[CH2:4][C:3]1=[O:14].[CH2:16]([CH:18]1[O:20][CH2:19]1)[Cl:17]>N1CCCCC1>[Cl:17][CH2:16][CH:18]([OH:20])[CH2:19][O:13][C:9]1[C:6]2[CH2:7][CH2:8][C:2]([CH3:15])([CH3:1])[C:3](=[O:14])[CH2:4][C:5]=2[CH:12]=[CH:11][CH:10]=1. Procedure details: Two drops of piperidine are added to 1.8 g 6,7,8,9-tetrahydro-7,7-dimethyl-6-oxo-5H-benzocyclohepten-1-ol in 8 ml epichlorohydrin. The mixture is stirred at 100° for 4 hours. The solution is evaporated, taken up in ether, filtered and concentrated to give crude 1-(3-chloro-2-hydroxypropoxy)-6,7,8,9-tetrahydro-7,7-dimethyl-5H-benzocyclohepten-6-one. Reactants: CN(CCC1CCC(CNCCCO)CC1)c1ncc(Br)cn1, C=O, C1COCCO1, OP(O)O. The product is CN(CCCO)CC1CCC(CCN(C)c2ncc(Br)cn2)CC1. Reaction SMILES: [Br:1][c:2]1[cH:3][n:4][c:5]([N:8]([CH2:9][CH2:10][CH:11]2[CH2:12][CH2:13][CH:14]([CH2:17][NH:18][CH2:19][CH2:20][CH2:21][OH:22])[CH2:15][CH2:16]2)[CH3:23])[n:6][cH:7]1.[CH2:24]=[O:25].[O:30]1[CH2:31][CH2:32][O:33][CH2:34][CH2:35]1.[P:26]([OH:27])([OH:28])[OH:29]>>[Br:1][c:2]1[cH:3][n:4][c:5]([N:8]([CH2:9][CH2:10][CH:11]2[CH2:12][CH2:13][CH:14]([CH2:17][N:18]([CH2:19][CH2:20][CH2:21][OH:22])[CH3:24])[CH2:15][CH2:16]2)[CH3:23])[n:6][cH:7]1. The reactants are CC(C)(C)N=C=O, Cl, FC(F)(F)Oc1ccc(C(OC2CNC2)c2ccccc2C(F)(F)F)cc1. The product is CC(C)(C)NC(=O)N1CC(OC(c2ccc(OC(F)(F)F)cc2)c2ccccc2C(F)(F)F)C1. RXN SMILES: [C:29]([CH3:30])([CH3:31])([CH3:32])[N:33]=[C:34]=[O:35].[ClH:1].[F:2][C:3]([c:4]1[c:5]([CH:6]([c:7]2[cH:8][cH:9][c:10]([O:13][C:14]([F:15])([F:16])[F:17])[cH:11][cH:12]2)[O:18][CH:19]2[CH2:20][NH:21][CH2:22]2)[cH:23][cH:24][cH:25][cH:26]1)([F:27])[F:28]>>[F:2][C:3]([c:4]1[c:5]([CH:6]([c:7]2[cH:8][cH:9][c:10]([O:13][C:14]([F:15])([F:16])[F:17])[cH:11][cH:12]2)[O:18][CH:19]2[CH2:20][N:21]([C:34]([NH:33][C:29]([CH3:30])([CH3:31])[CH3:32])=[O:35])[CH2:22]2)[cH:23][cH:24][cH:25][cH:26]1)([F:27])[F:28].